This data is from the Open Reaction Database (ORD), a public repository of structured organic reaction records. The task is: describe an organic reaction: reactants, conditions, products, and yield Reactants: B, C1CCOC1, CO, Cl, CC(Oc1cc(C#N)cnc1N)c1c(Cl)ccc(F)c1Cl, O. The product is CC(Oc1cc(CN)cnc1N)c1c(Cl)ccc(F)c1Cl. As a reaction SMILES: [BH3:22].[CH2:25]1[O:26][CH2:27][CH2:28][CH2:29]1.[CH3:30][OH:31].[ClH:23].[NH2:1][c:2]1[n:3][cH:4][c:5]([C:6]#[N:7])[cH:8][c:9]1[O:10][CH:11]([CH3:12])[c:13]1[c:14]([Cl:21])[c:15]([F:20])[cH:16][cH:17][c:18]1[Cl:19].[OH2:24]>>[NH2:1][c:2]1[n:3][cH:4][c:5]([CH2:6][NH2:7])[cH:8][c:9]1[O:10][CH:11]([CH3:12])[c:13]1[c:14]([Cl:21])[c:15]([F:20])[cH:16][cH:17][c:18]1[Cl:19].